Dataset: the Open Reaction Database (ORD), a public repository of structured organic reaction records. Task: describe an organic reaction: reactants, conditions, products, and yield Reactants: CC(NC1CCN(C(=O)OC(C)(C)C)CC1)c1ccccn1, Cc1cnc(C=O)c(C)c1, ClCCl. Yields the product Cc1cnc(CN(C2CCN(C(=O)OC(C)(C)C)CC2)C(C)c2ccccn2)c(C)c1. Reaction SMILES: [C:1]([CH3:2])([CH3:3])([CH3:4])[O:5][C:6](=[O:7])[N:8]1[CH2:9][CH2:10][CH:11]([NH:14][CH:15]([CH3:16])[c:17]2[n:18][cH:19][cH:20][cH:21][cH:22]2)[CH2:12][CH2:13]1.[CH3:23][c:24]1[c:25]([CH:31]=[O:32])[n:26][cH:27][c:28]([CH3:30])[cH:29]1.[Cl:33][CH2:34][Cl:35]>>[C:1]([CH3:2])([CH3:3])([CH3:4])[O:5][C:6](=[O:7])[N:8]1[CH2:9][CH2:10][CH:11]([N:14]([CH:15]([CH3:16])[c:17]2[n:18][cH:19][cH:20][cH:21][cH:22]2)[CH2:31][c:25]2[c:24]([CH3:23])[cH:29][c:28]([CH3:30])[cH:27][n:26]2)[CH2:12][CH2:13]1. Starting materials: CC(N)CCc1ccc(Oc2ccc(OC(C)C)nc2)cc1, COC(=O)Cl, O=C(O)C(F)(F)F. The product is COC(=O)NC(C)CCc1ccc(Oc2ccc(OC(C)C)nc2)cc1. RXN SMILES: [CH:8]([CH3:9])([CH3:10])[O:11][c:12]1[cH:13][cH:14][c:15]([O:18][c:19]2[cH:20][cH:21][c:22]([CH2:25][CH2:26][CH:27]([CH3:28])[NH2:29])[cH:23][cH:24]2)[cH:16][n:17]1.[Cl:30][C:31](=[O:32])[O:33][CH3:34].[F:1][C:2]([F:3])([F:4])[C:5]([OH:6])=[O:7]>>[CH:8]([CH3:9])([CH3:10])[O:11][c:12]1[cH:13][cH:14][c:15]([O:18][c:19]2[cH:20][cH:21][c:22]([CH2:25][CH2:26][CH:27]([CH3:28])[NH:29][C:31](=[O:32])[O:33][CH3:34])[cH:23][cH:24]2)[cH:16][n:17]1. The reactants are C(C)OC(C=CC1=CC(=CC=C1)NC(=O)C1=CC2=C(OC3=C2C=CC=C3)C=C1)=O (3-{3-[(Dibenzofuran-2-carbonyl)-amino]-phenyl}-acrylic acid ethyl ester), Cl (HCl), CO (MeOH), C1CCOC1 (THF). Solvent: CC(C)(C)OC (TBME). Conditions: temperature 40 celsius. Product: C1=C(C=CC=2OC3=C(C21)C=CC=C3)C(=O)NC=3C=C(C=CC3)C=CC(=O)O (3-{3-[(Dibenzofuran-2-carbonyl)-amino]phenyl}-acrylic acid). Reaction SMILES: C([O:3][C:4](=[O:29])[CH:5]=[CH:6][C:7]1[CH:12]=[CH:11][CH:10]=[C:9]([NH:13][C:14]([C:16]2[CH:28]=[CH:27][C:19]3[O:20][C:21]4[CH:26]=[CH:25][CH:24]=[CH:23][C:22]=4[C:18]=3[CH:17]=2)=[O:15])[CH:8]=1)C.CO.C1COCC1.Cl>CC(OC)(C)C>[CH:17]1[C:18]2[C:22]3[CH:23]=[CH:24][CH:25]=[CH:26][C:21]=3[O:20][C:19]=2[CH:27]=[CH:28][C:16]=1[C:14]([NH:13][C:9]1[CH:8]=[C:7]([CH:6]=[CH:5][C:4]([OH:29])=[O:3])[CH:12]=[CH:11][CH:10]=1)=[O:15]. Procedure details: The ester (19) (46 mg, 0.12 mmol) was hydrolysed using Method C, except that MeOH (1 mL) and THF (1 mL) were used, and the reaction mixture was heated to 40° C. for 1 hour. After the reaction, TBME was added and the mixture acidified using 6N HCl. The aqueous was extracted with more TBME (×3), EtOAc (×3), dried (MgSO4) and the solvent concentrated in vacuo. The crude solid was triturated with DCM, filtered, washed with heptane and dried to give the title compound. Yield: 34 mg, 81%; LC-MS tr 2.0...